This data is from the Open Reaction Database (ORD), a public repository of structured organic reaction records. The task is: describe an organic reaction: reactants, conditions, products, and yield The reactants are C(C)OC(C(C)(F)F)=O (2,2-difluoropropionic acid ethyl ester), BrCBr (dibromomethane), C(C)(C)NC(C)C (N,N-diisopropylamine), C(CCC)[Li] (n-butyllithium), solution. Run in C1CCOC1 (THF), C1CCOC1 (THF), hexanes. Run at temperature 0 celsius, time 15 minute. Yields the product BrC(C(C(C)(F)F)=O)Br (1,1-dibromo-3,3-difluorobutan-2-one). Isolated yield 43.0%. As a reaction SMILES: C(NC(C)C)(C)C.C([Li])CCC.C(O[C:16](=[O:21])[C:17]([F:20])([F:19])[CH3:18])C.[Br:22][CH2:23][Br:24]>C1COCC1>[Br:22][CH:23]([Br:24])[C:16](=[O:21])[C:17]([F:19])([F:20])[CH3:18]. Reported procedure: To N,N-diisopropylamine (4.06 ml, 2.93 g, 29.0 mmol) in THF (20 ml) was added n-butyllithium (11.6 ml of a 2.5 M solution in hexanes; 29.0 mmol) dropwise, maintaining the temperature of the mixture below 5° C. throughout the addition. The resulting solution was stirred at 0° C. for 15 min, and was then added dropwise to a solution of 2,2-difluoropropionic acid ethyl ester (prepared according to the procedure described in U.S. Pat. No. 5,859,051) (2.00 g, 14.5 mmol) and dibromomethane (2.02 ml, 5... The reactants are CC1CNCC(C)O1, COC(CN1CC(C(=O)N(C)Cc2ccc(Cl)c(Cl)c2)=C(O)C1=O)OC. Product: CC1CN(CCN2CC(C(=O)N(C)Cc3ccc(Cl)c(Cl)c3)=C(O)C2=O)CC(C)O1. As a reaction SMILES: [CH3:27][CH:28]1[O:29][CH:30]([CH3:34])[CH2:31][NH:32][CH2:33]1.[Cl:1][c:2]1[cH:3][c:4]([CH2:5][N:6]([C:7](=[O:8])[C:9]2=[C:13]([OH:14])[C:12](=[O:15])[N:11]([CH2:16][CH:17]([O:18][CH3:19])[O:20][CH3:21])[CH2:10]2)[CH3:22])[cH:23][cH:24][c:25]1[Cl:26]>>[Cl:1][c:2]1[cH:3][c:4]([CH2:5][N:6]([C:7](=[O:8])[C:9]2=[C:13]([OH:14])[C:12](=[O:15])[N:11]([CH2:16][CH2:17][N:32]3[CH2:31][CH:30]([CH3:34])[O:29][CH:28]([CH3:27])[CH2:33]3)[CH2:10]2)[CH3:22])[cH:23][cH:24][c:25]1[Cl:26]. Starting materials: NC([C@H](CC1=CC=C(C=C1)S(=O)(=O)C1=CC=CC=C1)NC(OC(C)(C)C)=O)=O ((S)-tert-butyl 1-amino-1-oxo-3-(4-(phenylsulfonyl)phenyl)propan-2-ylcarbamate), C(=O)(C(F)(F)F)O (TFA). Solvent: C(Cl)Cl (DCM). Reaction conditions: time 1 hour. The product is N[C@H](C(=O)N)CC1=CC=C(C=C1)S(=O)(=O)C1=CC=CC=C1 ((S)-2-Amino-3-(4-(phenylsulfonyl)phenyl)propanamide). The yield is 52.9%. RXN SMILES: [NH2:1][C:2](=[O:28])[C@@H:3]([NH:20]C(=O)OC(C)(C)C)[CH2:4][C:5]1[CH:10]=[CH:9][C:8]([S:11]([C:14]2[CH:19]=[CH:18][CH:17]=[CH:16][CH:15]=2)(=[O:13])=[O:12])=[CH:7][CH:6]=1.C(O)(C(F)(F)F)=O>C(Cl)Cl>[NH2:20][C@@H:3]([CH2:4][C:5]1[CH:10]=[CH:9][C:8]([S:11]([C:14]2[CH:19]=[CH:18][CH:17]=[CH:16][CH:15]=2)(=[O:13])=[O:12])=[CH:7][CH:6]=1)[C:2]([NH2:1])=[O:28]. Reported procedure: To a stirred solution of (S)-tert-butyl 1-amino-1-oxo-3-(4-(phenylsulfonyl)phenyl)propan-2-ylcarbamate (440 mg) in DCM (10 mL) at 0° C. was added TFA (2.51 mL). The mixture was allowed to warm to RT and stirred for 1 h. The mixture was concentrated in vacuo and partitioned between saturated aqueous sodium bicarbonate and ethyl acetate, dried over sodium sulfate, filtered and concentrated in vacuo to leave the subtitle compound (175 mg) as a white solid. Starting materials: CC[N+](CC)(CC)Cc1ccccc1, CC[N+](CC)(CC)Cc1ccccc1, ClCCl, CN1C(N)=C(c2cccc(C(F)(F)F)c2)C(=O)C1c1ccccc1, COS(=O)(=O)OC, [Cl-], [Na+], [OH-], O. Product: CNC1=C(c2cccc(C(F)(F)F)c2)C(=O)C(c2ccccc2)N1C. Reaction SMILES: [CH2:34]([N+:35]([CH2:36][CH3:37])([CH2:38][CH3:39])[CH2:40][CH3:41])[c:42]1[cH:43][cH:44][cH:45][cH:46][cH:47]1.[CH2:50]([N+:51]([CH2:52][CH3:53])([CH2:54][CH3:55])[CH2:56][CH3:57])[c:58]1[cH:59][cH:60][cH:61][cH:62][cH:63]1.[CH2:64]([Cl:65])[Cl:66].[CH3:1][N:2]1[CH:3]([c:19]2[cH:20][cH:21][cH:22][cH:23][cH:24]2)[C:4](=[O:18])[C:5]([c:8]2[cH:9][c:10]([C:14]([F:15])([F:16])[F:17])[cH:11][cH:12][cH:13]2)=[C:6]1[NH2:7].[CH3:27][O:28][S:29]([O:30][CH3:31])(=[O:32])=[O:33].[Cl-:49].[Na+:26].[OH-:25].[OH2:48]>>[CH3:1][N:2]1[CH:3]([c:19]2[cH:20][cH:21][cH:22][cH:23][cH:24]2)[C:4](=[O:18])[C:5]([c:8]2[cH:9][c:10]([C:14]([F:15])([F:16])[F:17])[cH:11][cH:12][cH:13]2)=[C:6]1[NH:7][CH3:27]. Starting materials: C(C)(=O)C=1C(=C(C=CC1)NC(=O)C=1C=C2CCC(OC2=CC1)COCC1=CC=CC=C1)O (N-(3-acetyl-2-hydroxyphenyl)-2-(benzyloxymethyl)chromane-6-carboxamide), C(C(=O)OCC)(=O)OCC (diethyl oxalate). Yields the product C(C1=CC=CC=C1)OCC1OC2=CC=C(C=C2CC1)C(=O)NC1=CC=CC=2C(C=C(OC21)C(=O)OCC)=O (Ethyl 8-[2-(benzyloxymethyl)chromane-6-carboxamido]-4-oxo-4H-1-benzopyran-2-carboxylate), C(C)(=O)OCC (ethyl acetate). Isolated yield 66.0%. Reaction SMILES: [C:1]([C:4]1[C:5]([OH:32])=[C:6]([NH:10][C:11]([C:13]2[CH:14]=[C:15]3[C:20](=[CH:21][CH:22]=2)[O:19][CH:18]([CH2:23][O:24][CH2:25][C:26]2[CH:31]=[CH:30][CH:29]=[CH:28][CH:27]=2)[CH2:17][CH2:16]3)=[O:12])[CH:7]=[CH:8][CH:9]=1)(=[O:3])[CH3:2].[C:33](OCC)(=O)[C:34]([O:36][CH2:37][CH3:38])=[O:35]>>[CH2:25]([O:24][CH2:23][CH:18]1[CH2:17][CH2:16][C:15]2[C:20](=[CH:21][CH:22]=[C:13]([C:11]([NH:10][C:6]3[C:5]4[O:32][C:33]([C:34]([O:36][CH2:37][CH3:38])=[O:35])=[CH:2][C:1](=[O:3])[C:4]=4[CH:9]=[CH:8][CH:7]=3)=[O:12])[CH:14]=2)[O:19]1)[C:26]1[CH:27]=[CH:28][CH:29]=[CH:30][CH:31]=1.[C:34]([O:36][CH2:37][CH3:38])(=[O:35])[CH3:33]. Procedure details: Following the process described at point A, starting from N-(3-acetyl-2-hydroxyphenyl)-2-(benzyloxymethyl)chromane-6-carboxamide and diethyl oxalate, the title compound was prepared, which was purified by warm crystallization in ethyl acetate (66% yield). Reactants: COC=1C=C(C=C(C1OC)OC)C(C)=O (3',4',5'-trimethoxyacetophenone), CC=1C=C2C(=CNC2=CC1)C=O (5-methylindole-3-carboxaldehyde). Isolated yield 33.0%. Reaction SMILES: [CH3:1][O:2][C:3]1[CH:4]=[C:5]([C:13](=[O:15])[CH3:14])[CH:6]=[C:7]([O:11][CH3:12])[C:8]=1[O:9][CH3:10].[CH3:16][C:17]1[CH:18]=[C:19]2[C:23](=[CH:24][CH:25]=1)[NH:22][CH:21]=[C:20]2[CH:26]=O>>[CH3:16][C:17]1[CH:18]=[C:19]2[C:23](=[CH:24][CH:25]=1)[NH:22][CH:21]=[C:20]2/[CH:26]=[CH:14]/[C:13]([C:5]1[CH:6]=[C:7]([O:11][CH3:12])[C:8]([O:9][CH3:10])=[C:3]([O:2][CH3:1])[CH:4]=1)=[O:15]. Procedure details: Substantially the same procedure as in Example 1 was repeated using 3',4',5'-trimethoxyacetophenone (2.1 g) and 5-methylindole-3-carboxaldehyde (1.59 g) except that the reaction solution was concentrated under reduced pressure, that the residue was purified by silica gel column chromatography, and that the obtained crude crystals were recrystallized from a mixed solvent of ethyl acetate and hexane, to give Compound 20 (1.16 g). The product is CC=1C=C2C(=CNC2=CC1)/C=C/C(=O)C1=CC(=C(C(=C1)OC)OC)OC ((E)-3-(5-Methylindol-3-yl)-1-(3,4,5-trimethoxyphenyl)-2-propen-1-one).